Dataset: the Open Reaction Database (ORD), a public repository of structured organic reaction records. Task: describe an organic reaction: reactants, conditions, products, and yield Starting materials: O=C([O-])[O-], CN(C)C=O, NC(=O)C1CC(F)CN1C(=O)CCl, Cl, [I-], [K+], [K+], [K+], CCOC(=O)C12CCC(N)(CC1)CC2, O. Product: CCOC(=O)C12CCC(NCC(=O)N3CC(F)CC3C(N)=O)(CC1)CC2. Reaction SMILES: [C:16](=[O:17])([O-:18])[O-:19].[CH3:38][N:39]([CH3:40])[CH:41]=[O:42].[Cl:24][CH2:25][C:26](=[O:27])[N:28]1[CH:29]([C:34](=[O:35])[NH2:36])[CH2:30][CH:31]([F:33])[CH2:32]1.[ClH:1].[I-:23].[K+:20].[K+:21].[K+:22].[NH2:2][C:3]12[CH2:4][CH2:5][C:6]([C:11](=[O:12])[O:13][CH2:14][CH3:15])([CH2:7][CH2:8]1)[CH2:9][CH2:10]2.[OH2:37]>>[NH:2]([C:3]12[CH2:4][CH2:5][C:6]([C:11](=[O:12])[O:13][CH2:14][CH3:15])([CH2:7][CH2:8]1)[CH2:9][CH2:10]2)[CH2:25][C:26](=[O:27])[N:28]1[CH:29]([C:34](=[O:35])[NH2:36])[CH2:30][CH:31]([F:33])[CH2:32]1. The reactants are ClC1=CC=C(C=C1)C=1C=C2C(=NC1)NC=C2C(=O)C=2C(=C(C=CC2F)NS(=O)(=O)CCC)F (N-(3-(5-(4-chlorophenyl)-1H-pyrrolo[2,3-b]pyridine-3-carbonyl)-2,4-difluorophenyl)propane-1-sulfonamide), [OH-].[K+] (KOH), C(C(C)C)(=O)OC(C(C)C)Cl (1-chloro-2-methylpropyl isobutyrate). Solvent: CN(C)C=O (DMF), CN(C)C=O (DMF). The product is C(C(C)C)(=O)OC(C(C)C)N1C=C(C=2C1=NC=C(C2)C2=CC=C(C=C2)Cl)C(C2=C(C(=CC=C2F)NS(=O)(=O)CCC)F)=O (1-(5-(4-chlorophenyl)-3-(2,6-difluoro-3-(propylsulfonamido)benzoyl)-1H-pyrrolo[2,3-b]pyridin-1-yl)-2-methylpropyl isobutyrate). The yield is 12.2%. As a reaction SMILES: [Cl:1][C:2]1[CH:7]=[CH:6][C:5]([C:8]2[CH:9]=[C:10]3[C:16]([C:17]([C:19]4[C:20]([F:33])=[C:21]([NH:26][S:27]([CH2:30][CH2:31][CH3:32])(=[O:29])=[O:28])[CH:22]=[CH:23][C:24]=4[F:25])=[O:18])=[CH:15][NH:14][C:11]3=[N:12][CH:13]=2)=[CH:4][CH:3]=1.[OH-].[K+].[C:36]([O:41][CH:42](Cl)[CH:43]([CH3:45])[CH3:44])(=[O:40])[CH:37]([CH3:39])[CH3:38]>CN(C=O)C>[C:36]([O:41][CH:42]([N:14]1[C:11]2=[N:12][CH:13]=[C:8]([C:5]3[CH:6]=[CH:7][C:2]([Cl:1])=[CH:3][CH:4]=3)[CH:9]=[C:10]2[C:16]([C:17](=[O:18])[C:19]2[C:24]([F:25])=[CH:23][CH:22]=[C:21]([NH:26][S:27]([CH2:30][CH2:31][CH3:32])(=[O:28])=[O:29])[C:20]=2[F:33])=[CH:15]1)[CH:43]([CH3:45])[CH3:44])(=[O:40])[CH:37]([CH3:39])[CH3:38] |f:1.2|. Procedure details: The title compound was prepared according to the procedure as described in Example 14 Step 2 using N-(3-(5-(4-chlorophenyl)-1H-pyrrolo[2,3-b]pyridine-3-carbonyl)-2,4-difluorophenyl)propane-1-sulfonamide (0.3 g, 0.61 mmol) in anhydrous DMF (2.5 mL), KOH (69 mg, 1.23 mmol) and a solution of 1-chloro-2-methylpropyl isobutyrate (108 mg, 0.61 mmol) in anhydrous DMF (0.5 mL). The crude product was purified by a silica gel column chromatography (PE/EtOAc (v/v)=4/1), and recrystallized in methanol to af... The reactants are ClCCl, [O-]Cl, Cl, Sc1ccc(I)cn1, [Na+], O. Yields the product O=S(=O)(Cl)c1ccc(I)cn1. RXN SMILES: [CH2:9]([Cl:10])[Cl:11].[Cl:14][O-:15].[ClH:13].[I:1][c:2]1[cH:3][cH:4][c:5]([SH:8])[n:6][cH:7]1.[Na+:16].[OH2:12]>>[I:1][c:2]1[cH:3][cH:4][c:5]([S:8](=[O:12])([Cl:13])=[O:15])[n:6][cH:7]1. Reactants: CCOC(=O)C(C)Oc1ccc(N(C)c2nc3cc(Cl)ccc3o2)cc1, CC(C)O, [Na+], [OH-], O. Yields the product CC(Oc1ccc(N(C)c2nc3cc(Cl)ccc3o2)cc1)C(=O)O. As a reaction SMILES: [CH3:1][N:2]([c:3]1[o:4][c:5]2[c:6]([n:7]1)[cH:8][c:9]([Cl:12])[cH:10][cH:11]2)[c:13]1[cH:14][cH:15][c:16]([O:17][CH:18]([C:19](=[O:20])[O:21][CH2:22][CH3:23])[CH3:24])[cH:25][cH:26]1.[CH:29]([OH:30])([CH3:31])[CH3:32].[Na+:28].[OH-:27].[OH2:33]>>[CH3:1][N:2]([c:3]1[o:4][c:5]2[c:6]([n:7]1)[cH:8][c:9]([Cl:12])[cH:10][cH:11]2)[c:13]1[cH:14][cH:15][c:16]([O:17][CH:18]([C:19](=[O:20])[OH:21])[CH3:24])[cH:25][cH:26]1. Reactants: CC(=O)OC(C)=O, Nc1cc(-c2ccncn2)c[nH]c1=O, c1ccncc1. Product: CC(=O)Nc1cc(-c2ccncn2)c[nH]c1=O. Reaction SMILES: [CH3:1][C:2](=[O:3])[O:4][C:5](=[O:6])[CH3:7].[NH2:8][c:9]1[c:10](=[O:21])[nH:11][cH:12][c:13](-[c:15]2[n:16][cH:17][n:18][cH:19][cH:20]2)[cH:14]1.[cH:22]1[cH:23][cH:24][n:25][cH:26][cH:27]1>>[CH3:1][C:2](=[O:3])[NH:8][c:9]1[c:10](=[O:21])[nH:11][cH:12][c:13](-[c:15]2[n:16][cH:17][n:18][cH:19][cH:20]2)[cH:14]1. Reactants: CC(C)=O, [Cl-], Cl, O=N[O-], COC(=O)c1cc(N)c(OC)cc1OC, [Na+], O. The product is COC(=O)c1cc(Cl)c(OC)cc1OC. Reaction SMILES: [CH3:22][C:23](=[O:24])[CH3:25].[Cl-:20].[ClH:26].[N:16]([O-:17])=[O:18].[NH2:1][c:2]1[c:3]([O:14][CH3:15])[cH:4][c:5]([O:12][CH3:13])[c:6]([C:7](=[O:8])[O:9][CH3:10])[cH:11]1.[Na+:19].[OH2:21]>>[c:2]1([Cl:20])[c:3]([O:14][CH3:15])[cH:4][c:5]([O:12][CH3:13])[c:6]([C:7](=[O:8])[O:9][CH3:10])[cH:11]1. Starting materials: ClCCl, N, [Na+], O=C([O-])O, CN(C)C=O, O, O=S(Cl)Cl, O=C(O)c1cccc2ccsc12. The product is NC(=O)c1cccc2ccsc12. RXN SMILES: [Cl:23][CH2:24][Cl:25].[NH3:17].[Na+:22].[O-:18][C:19]([OH:20])=[O:21].[O:27]=[CH:28][N:29]([CH3:30])[CH3:31].[OH2:26].[S:13]([Cl:14])([Cl:15])=[O:16].[s:1]1[c:2]2[c:3]([cH:4][cH:5]1)[cH:6][cH:7][cH:8][c:9]2[C:10](=[O:11])[OH:12]>>[s:1]1[c:2]2[c:3]([cH:4][cH:5]1)[cH:6][cH:7][cH:8][c:9]2[C:10](=[O:12])[NH2:17].